This data is from the Open Reaction Database (ORD), a public repository of structured organic reaction records. The task is: describe an organic reaction: reactants, conditions, products, and yield Procedure details: To a solution of anthranilic acid in toluene, n-octyl p-toluenesulfonate prepared according to the conventional method was added and the mixture was refluxed at 120° C. After 6 hours, an aqueous solution of sodium hydroxide was added and the toluene layer was concentrated. N-n-octylanthranilic acid was obtained from the remaining reactant after the purification by column chromatography with the yield of 43.1%. Product: C(CCCCCCC)NC=1C(C(=O)O)=CC=CC1 (N-n-octylanthranilic acid). Reaction conditions: temperature 120 celsius, time 6 hour. Reaction SMILES: [C:1]([OH:10])(=[O:9])[C:2]1[C:3](=[CH:5][CH:6]=[CH:7][CH:8]=1)[NH2:4].[OH-].[Na+].C1(C)C=CC(S(O[CH2:23][CH2:24][CH2:25][CH2:26][CH2:27][CH2:28][CH2:29][CH3:30])(=O)=O)=CC=1>C1(C)C=CC=CC=1>[CH2:23]([NH:4][C:3]1[C:2](=[CH:8][CH:7]=[CH:6][CH:5]=1)[C:1]([OH:10])=[O:9])[CH2:24][CH2:25][CH2:26][CH2:27][CH2:28][CH2:29][CH3:30] |f:1.2|. Isolated yield 43.1%. Run in C1(=CC=CC=C1)C (toluene). The reactants are C(C=1C(N)=CC=CC1)(=O)O (anthranilic acid), C1(=CC=C(C=C1)S(=O)(=O)OCCCCCCCC)C (n-octyl p-toluenesulfonate), [OH-].[Na+] (sodium hydroxide). Starting materials: O=C([O-])O, Cc1cc(-c2nnn(C)n2)cc(C)c1OCCCC(OC(=S)Oc1ccccc1)c1nccn1C, Cc1ccccc1, CC(C)(C#N)N=NC(C)(C)C#N, [Na+]. Product: Cc1cc(-c2nnn(C)n2)cc(C)c1OCCCCc1nccn1C. Reaction SMILES: [C:48](=[O:49])([OH:50])[O-:51].[CH3:1][n:2]1[n:3][c:4](-[c:7]2[cH:8][c:9]([CH3:35])[c:10]([O:11][CH2:12][CH2:13][CH2:14][CH:15]([O:16][C:17]([O:18][c:19]3[cH:20][cH:21][cH:22][cH:23][cH:24]3)=[S:25])[c:26]3[n:27]([CH3:31])[cH:28][cH:29][n:30]3)[c:32]([CH3:34])[cH:33]2)[n:5][n:6]1.[CH3:53][c:54]1[cH:55][cH:56][cH:57][cH:58][cH:59]1.[N:36]#[C:37][C:38]([N:39]=[N:40][C:41]([C:42]#[N:43])([CH3:44])[CH3:45])([CH3:46])[CH3:47].[Na+:52]>>[CH3:1][n:2]1[n:3][c:4](-[c:7]2[cH:8][c:9]([CH3:35])[c:10]([O:11][CH2:12][CH2:13][CH2:14][CH2:15][c:26]3[n:27]([CH3:31])[cH:28][cH:29][n:30]3)[c:32]([CH3:34])[cH:33]2)[n:5][n:6]1. The reactants are C(C(=C)C)(=O)OCC (ethyl methacrylate), C(C)OC(CBr)OCC (bromoacetaldehyde diethylacetal). Product: C(C)OC(CC=C(C(=O)[O-])C)OCC (2,2 diethoxy-ethyl-methacrylate), C(C)OC(COC(C(=C)C)=O)OCC (2,2 diethoxyethyl-methacrylate). Yield: 29.0%. Reaction SMILES: [C:1]([O:6]CC)(=[O:5])[C:2]([CH3:4])=[CH2:3].[CH2:9]([O:11][CH:12]([O:15][CH2:16][CH3:17])[CH2:13]Br)[CH3:10]>>[CH2:9]([O:11][CH:12]([O:15][CH2:16][CH3:17])[CH2:13][CH:3]=[C:2]([CH3:4])[C:1]([O-:6])=[O:5])[CH3:10].[CH2:9]([O:11][CH:12]([O:15][CH2:16][CH3:17])[CH2:13][O:6][C:1](=[O:5])[C:2]([CH3:4])=[CH2:3])[CH3:10]. Procedure details: Analysis indicated that fraction #1 was predominantly ethyl methacrylate. Fraction #2 was predominantly bromoacetaldehyde diethylacetal. Fraction #3 was the desired product, 2,2 diethoxy-ethyl-methacrylate (29% yield). Starting materials: ClC=1C=C(C=C(C1)C1=CC(=C(C=C1)F)[C@]1(NC(COC(C1(F)F)(C)C)=O)C)F ((R)-5-(5′-chloro-4,3′-difluoro-biphenyl-3-yl)-6,6-difluoro-5,7,7-trimethyl-[1,4]oxazepan-3-one), COC=1C=CC(=CC1)P2(=S)SP(=S)(S2)C=3C=CC(=CC3)OC (Lawesson's reagent). Solvent: O1CCOCC1 (1,4-dioxane). Product: ClC=1C=C(C=C(C1)C1=CC(=C(C=C1)F)[C@]1(NC(COC(C1(F)F)(C)C)=S)C)F ((R)-5-(5′-chloro-4,3′-difluoro-biphenyl-3-yl)-6,6-difluoro-5,7,7-trimethyl-[1,4]oxazepan-3-thione). The yield is 96.9%. Reaction SMILES: [Cl:1][C:2]1[CH:3]=[C:4]([F:28])[CH:5]=[C:6]([C:8]2[CH:13]=[CH:12][C:11]([F:14])=[C:10]([C@:15]3([CH3:27])[C:21]([F:23])([F:22])[C:20]([CH3:25])([CH3:24])[O:19][CH2:18][C:17](=O)[NH:16]3)[CH:9]=2)[CH:7]=1.COC1C=CC(P2(SP(C3C=CC(OC)=CC=3)(=S)S2)=[S:38])=CC=1>O1CCOCC1>[Cl:1][C:2]1[CH:3]=[C:4]([F:28])[CH:5]=[C:6]([C:8]2[CH:13]=[CH:12][C:11]([F:14])=[C:10]([C@:15]3([CH3:27])[C:21]([F:23])([F:22])[C:20]([CH3:25])([CH3:24])[O:19][CH2:18][C:17](=[S:38])[NH:16]3)[CH:9]=2)[CH:7]=1. Procedure details: The reaction of (R)-5-(5′-chloro-4,3′-difluoro-biphenyl-3-yl)-6,6-difluoro-5,7,7-trimethyl-[1,4]oxazepan-3-one (130 mg, 313 μmol) with Lawesson's reagent (130 mg, 313 μmol) in 1,4-dioxane (5 ml) yielded the (R)-5-(5′-chloro-4,3′-difluoro-biphenyl-3-yl)-6,6-difluoro-5,7,7-trimethyl-[1,4]oxazepan-3-thione (131 mg, 97%) as a white foam. MS (ISP): m/z=432.2 [M+H]+ and 434.2 [M+2+H]+.